Dataset: the Open Reaction Database (ORD), a public repository of structured organic reaction records. Task: describe an organic reaction: reactants, conditions, products, and yield Reactants: C1(=CC=CC=C1)C(C1=CC=CC=C1)=NC=1C=C(C(=O)OCC)C=C(N1)OCC (ethyl 2-(diphenylmethyleneamino)-6-ethoxyisonicotinate), C(C)(C)N(CC)C(C)C (diisopropylethylamine), C(C)N=C=NCCCN(C)C (1-ethyl-3-(3′-dimethylaminopropyl)carbodiimide), O.[OH-].[Li+] (lithium hydroxide hydrate), C1(=CC=CC=C1)C1=NOC(=C1)CN1CCC(CC1)CN (1-{1-[(3-phenyl-5-isoxazolyl)methyl]-4-piperidinyl}methanamine), O.ON1N=NC2=C1C=CC=C2 (1-hydroxybenzotriazole hydrate). Solvent: O1CCCC1 (tetrahydrofuran), ClCCl (dichloromethane), O (water), CO (methanol). Reaction conditions: time 48 hour. The product is NC=1C=C(C(=O)NCC2CCN(CC2)CC2=CC(=NO2)C2=CC=CC=C2)C=C(N1)OCC (2-amino-6-ethoxy-N-((1-((3-phenylisoxazol-5-yl)methyl)piperidin-4-yl)methyl)isonicotinamide). The yield is 22.0%. Reaction SMILES: C1(C(=[N:14][C:15]2[CH:16]=[C:17]([CH:23]=[C:24]([O:26][CH2:27][CH3:28])[N:25]=2)[C:18]([O:20]CC)=O)C2C=CC=CC=2)C=CC=CC=1.O.[OH-].[Li+].[C:32]1([C:38]2[CH:42]=[C:41]([CH2:43][N:44]3[CH2:49][CH2:48][CH:47]([CH2:50][NH2:51])[CH2:46][CH2:45]3)[O:40][N:39]=2)[CH:37]=[CH:36][CH:35]=[CH:34][CH:33]=1.C(N=C=NCCCN(C)C)C.C(N(C(C)C)CC)(C)C.O.ON1C2C=CC=CC=2N=N1>CO.ClCCl.O.O1CCCC1>[NH2:14][C:15]1[CH:16]=[C:17]([CH:23]=[C:24]([O:26][CH2:27][CH3:28])[N:25]=1)[C:18]([NH:51][CH2:50][CH:47]1[CH2:46][CH2:45][N:44]([CH2:43][C:41]2[O:40][N:39]=[C:38]([C:32]3[CH:37]=[CH:36][CH:35]=[CH:34][CH:33]=3)[CH:42]=2)[CH2:49][CH2:48]1)=[O:20] |f:1.2.3,7.8|. Procedure details: The compound prepared in Example 230 (0.090 g) and lithium hydroxide hydrate (0.011 g) were combined in methanol (1 mL), tetrahydrofuran (1 mL) and water (0.1 mL) and allowed to stir for 48 hours. The reaction was concentrated, pumped to dryness and used without further purification. The crude acid was combined with the compound prepared in Example 9 (0.11 g, 0.31 mmol), 1-ethyl-3-(3′-dimethylaminopropyl)carbodiimide (0.069 g, 0.36 mmol), diisopropylethylamine (0.16 g, 1.2 mmol) and 1-hydroxyben... Reactants: CCOCCO, COc1ccc2c(Cl)c(C#N)cnc2c1, Cl, Cc1ccc(N)cc1O, [Na+], [Na+], O=C([O-])[O-], O, c1ccncc1. Yields the product COc1ccc2c(Nc3ccc(C)c(O)c3)c(C#N)cnc2c1. RXN SMILES: [CH2:38]([O:39][CH2:40][CH2:41][OH:42])[CH3:43].[Cl:1][c:2]1[c:3]([C:14]#[N:15])[cH:4][n:5][c:6]2[cH:7][c:8]([O:12][CH3:13])[cH:9][cH:10][c:11]12.[ClH:25].[NH2:16][c:17]1[cH:18][cH:19][c:20]([CH3:24])[c:21]([OH:23])[cH:22]1.[Na+:32].[Na+:33].[O-:34][C:35](=[O:36])[O-:37].[OH2:44].[n:26]1[cH:27][cH:28][cH:29][cH:30][cH:31]1>>[c:2]1([NH:16][c:17]2[cH:18][cH:19][c:20]([CH3:24])[c:21]([OH:23])[cH:22]2)[c:3]([C:14]#[N:15])[cH:4][n:5][c:6]2[cH:7][c:8]([O:12][CH3:13])[cH:9][cH:10][c:11]12. The reactants are COC(=O)C1C(CC(C1)=C)NC(=O)OC(C)(C)C ((1RS,2RS)-2-tert-butoxycarbonylamino-4-methylene-cyclopentanecarboxylic acid methyl ester), O[Li].O (LiOH.H2O). Run in CO (MeOH), O (H2O). Run at time 1 hour. Product: C(C)(C)(C)OC(=O)NC1C(CC(C1)=C)C(=O)O ((1RS,2RS)-2-tert-Butoxycarbonylamino-4-methylene-cyclopentanecarboxylic acid). Isolated yield 93.4%. As a reaction SMILES: C[O:2][C:3]([CH:5]1[CH2:9][C:8](=[CH2:10])[CH2:7][CH:6]1[NH:11][C:12]([O:14][C:15]([CH3:18])([CH3:17])[CH3:16])=[O:13])=[O:4].O[Li].O>CO.O>[C:15]([O:14][C:12]([NH:11][CH:6]1[CH2:7][C:8](=[CH2:10])[CH2:9][CH:5]1[C:3]([OH:4])=[O:2])=[O:13])([CH3:18])([CH3:16])[CH3:17] |f:1.2|. Procedure details: To a solution of 1.28 g of 35a in 30 ml of MeOH was added a solution of 0.42 g of LiOH.H2O in 10 ml of H2O and stirring was continued at 50° C. for 1 h. The solution was evaporated to approximately half of the volume, the aqueous layer was washed with Et2O, acidified with HCl, the suspension was filtered and the residue dried to give 1.13 g (93%) of the title compound 35b. MS: 242.4 (M+H)+.